From a dataset of the Open Reaction Database (ORD), a public repository of structured organic reaction records. describe an organic reaction: reactants, conditions, products, and yield Product: COC(=O)C(Cc1c[nH]c2ccccc12)NC(=O)CC1CCC(c2ccccc2)(N(C)C)CC1, Cl. The reactants are COC(=O)C(Cc1c[nH]c2ccccc12)NC(=O)CC1CCC(c2ccccc2)(N(C)C)CC1, CCC(C)=O, C[Si](C)(C)Cl. As a reaction SMILES: [CH3:1][O:2][C:3]([CH:4]([CH2:5][c:6]1[cH:7][nH:8][c:9]2[cH:10][cH:11][cH:12][cH:13][c:14]12)[NH:15][C:16]([CH2:17][CH:18]1[CH2:19][CH2:20][C:21]([c:24]2[cH:25][cH:26][cH:27][cH:28][cH:29]2)([N:30]([CH3:31])[CH3:32])[CH2:22][CH2:23]1)=[O:33])=[O:34].[CH3:40][C:41]([CH2:42][CH3:43])=[O:44].[Cl:35][Si:36]([CH3:37])([CH3:38])[CH3:39]>>[CH3:1][O:2][C:3]([CH:4]([CH2:5][c:6]1[cH:7][nH:8][c:9]2[cH:10][cH:11][cH:12][cH:13][c:14]12)[NH:15][C:16]([CH2:17][CH:18]1[CH2:19][CH2:20][C:21]([c:24]2[cH:25][cH:26][cH:27][cH:28][cH:29]2)([N:30]([CH3:31])[CH3:32])[CH2:22][CH2:23]1)=[O:33])=[O:34].[ClH:35].